Dataset: the Open Reaction Database (ORD), a public repository of structured organic reaction records. Task: describe an organic reaction: reactants, conditions, products, and yield Starting materials: N#N (N2), OC1=CC=C(C=O)C=C1 (4-hydroxybenzaldehyde), N1=CC=CC=C1 (pyridine), ClC(=O)OCC (ethyl chloroformate). Run in C(Cl)Cl (CH2Cl2), O (water). Product: C(OCC)(OC1=CC=C(C=C1)C=O)=O (ethyl 4-formylphenyl carbonate). Yield: 91.9%. RXN SMILES: [OH:1][C:2]1[CH:9]=[CH:8][C:5]([CH:6]=[O:7])=[CH:4][CH:3]=1.N1C=CC=CC=1.Cl[C:17]([O:19][CH2:20][CH3:21])=[O:18].N#N>O.C(Cl)Cl>[C:17](=[O:18])([O:1][C:2]1[CH:9]=[CH:8][C:5]([CH:6]=[O:7])=[CH:4][CH:3]=1)[O:19][CH2:20][CH3:21]. Reported procedure: To a 250 mL dry round bottom flask were added 4-hydroxybenzaldehyde (6.11 g, 50.0 mmol), anhydrous CH2Cl2 (150 mL). The solution was cooled in an ice-water bath, then pyridine (4.86 mL, 60.0 mmol) was added. To the resulting solution, ethyl chloroformate (4.78 mL, 50.0 mmol) was added slowly under stirring and N2. The mixture was stirred and warmed to room temperature, then stirred at room temperature overnight. To the reaction mixture, water (100 mL) was added and the CH2Cl2 layer was separated... The reactants are FC1=CC=C(C=C1)N1CCNCC1 (1-(4-fluorophenyl)piperazine), ClCC(=O)CCl (1 ,3-dichloroacetone). Solvent: CC(=O)C (acetone), CC(=O)C (acetone). The product is FC1=CC=C(C=C1)N1CCN(CC1)CC(CN1CCN(CC1)C1=CC=C(C=C1)F)=O (1,3-Bis[4-(4-fluorophenyl)piperazin-1-yl]-2-propanone). RXN SMILES: [F:1][C:2]1[CH:7]=[CH:6][C:5]([N:8]2[CH2:13][CH2:12][NH:11][CH2:10][CH2:9]2)=[CH:4][CH:3]=1.Cl[CH2:15][C:16]([CH2:18]Cl)=[O:17]>CC(C)=O>[F:1][C:2]1[CH:3]=[CH:4][C:5]([N:8]2[CH2:13][CH2:12][N:11]([CH2:15][C:16](=[O:17])[CH2:18][N:11]3[CH2:10][CH2:9][N:8]([C:5]4[CH:4]=[CH:3][C:2]([F:1])=[CH:7][CH:6]=4)[CH2:13][CH2:12]3)[CH2:10][CH2:9]2)=[CH:6][CH:7]=1. Procedure details: To a solution of 1-(4-fluorophenyl)piperazine (12 g) in acetone (40 ml) kept at reflux temperature a solution of 1 ,3-dichloroacetone (1.3g) in acetone (10 ml) was added dropwise. The mixture was refluxed for another 2 hours. Acetone was evaporated in vacuo. The remaining viscous oil was subjected to column chromatography on silica gel (eluted with ethyl acetate/ethanol/triethylamine 80:20:4). The title compound 13a crystallized from diethyl ether. Yield 0.6 g. Mp 106°-107° C. 1H NMR (CDCl3)δ2.7... The reactants are COC(=O)c1ccccc1N, CCOC(OCC)OCC, CC(C)O, Nc1nnn[nH]1, O. Yields the product COC(=O)c1ccccc1N=CNc1nnn[nH]1. As a reaction SMILES: [C:18]([c:19]1[c:20]([NH2:21])[cH:22][cH:23][cH:24][cH:25]1)(=[O:26])[O:27][CH3:28].[CH2:8]([O:9][CH:10]([O:11][CH2:12][CH3:13])[O:14][CH2:15][CH3:16])[CH3:17].[CH3:29][CH:30]([OH:31])[CH3:32].[NH2:2][c:3]1[n:4][n:5][n:6][nH:7]1.[OH2:1]>>[NH:2]([c:3]1[nH:4][n:5][n:6][n:7]1)[CH:8]=[N:21][c:20]1[c:19]([C:18](=[O:26])[O:27][CH3:28])[cH:25][cH:24][cH:23][cH:22]1. The reactants are CC(=O)SCCc1cccc(N)n1, CO, Cl. Yields the product Nc1cccc(CCS)n1. As a reaction SMILES: [C:1](=[O:2])([CH3:3])[S:4][CH2:5][CH2:6][c:7]1[cH:8][cH:9][cH:10][c:11]([NH2:13])[n:12]1.[CH3:14][OH:15].[ClH:16]>>[SH:4][CH2:5][CH2:6][c:7]1[cH:8][cH:9][cH:10][c:11]([NH2:13])[n:12]1. The reactants are Cn1ccnc1Sc1ccc(Nc2c(C#N)cnc3cc(Br)ccc23)cc1Cl, CN(CCO)Cc1ccc(Br)nc1, C1COCCO1, c1ccc(P(c2ccccc2)(c2ccccc2)[Pd](P(c2ccccc2)(c2ccccc2)c2ccccc2)(P(c2ccccc2)(c2ccccc2)c2ccccc2)P(c2ccccc2)(c2ccccc2)c2ccccc2)cc1. Product: CN(CCO)Cc1ccc(-c2ccc3c(Nc4ccc(Sc5nccn5C)c(Cl)c4)c(C#N)cnc3c2)nc1. As a reaction SMILES: [Br:14][c:15]1[cH:16][cH:17][c:18]2[c:19]([NH:27][c:28]3[cH:29][c:30]([Cl:41])[c:31]([S:34][c:35]4[n:36]([CH3:40])[cH:37][cH:38][n:39]4)[cH:32][cH:33]3)[c:20]([C:25]#[N:26])[cH:21][n:22][c:23]2[cH:24]1.[Br:1][c:2]1[cH:3][cH:4][c:5]([CH2:8][N:9]([CH2:10][CH2:11][OH:12])[CH3:13])[cH:6][n:7]1.[CH2:42]1[O:43][CH2:44][CH2:45][O:46][CH2:47]1.[cH:48]1[cH:49][cH:50][c:51]([P:52]([Pd:53]([P:54]([c:55]2[cH:56][cH:57][cH:58][cH:59][cH:60]2)([c:61]2[cH:62][cH:63][cH:64][cH:65][cH:66]2)[c:67]2[cH:68][cH:69][cH:70][cH:71][cH:72]2)([P:73]([c:74]2[cH:75][cH:76][cH:77][cH:78][cH:79]2)([c:80]2[cH:81][cH:82][cH:83][cH:84][cH:85]2)[c:86]2[cH:87][cH:88][cH:89][cH:90][cH:91]2)[P:92]([c:93]2[cH:94][cH:95][cH:96][cH:97][cH:98]2)([c:99]2[cH:100][cH:101][cH:102][cH:103][cH:104]2)[c:105]2[cH:106][cH:107][cH:108][cH:109][cH:110]2)([c:111]2[cH:112][cH:113][cH:114][cH:115][cH:116]2)[c:117]2[cH:118][cH:119][cH:120][cH:121][cH:122]2)[cH:123][cH:124]1>>[c:2]1(-[c:15]2[cH:16][cH:17][c:18]3[c:19]([NH:27][c:28]4[cH:29][c:30]([Cl:41])[c:31]([S:34][c:35]5[n:36]([CH3:40])[cH:37][cH:38][n:39]5)[cH:32][cH:33]4)[c:20]([C:25]#[N:26])[cH:21][n:22][c:23]3[cH:24]2)[cH:3][cH:4][c:5]([CH2:8][N:9]([CH2:10][CH2:11][OH:12])[CH3:13])[cH:6][n:7]1. Reactants: Cc1ccccc1N1CCNCC1, COc1cc(OC)c2c(C)c(CCCl)c(=O)oc2c1. The product is COc1cc(OC)c2c(C)c(CCN3CCN(c4ccccc4C)CC3)c(=O)oc2c1. As a reaction SMILES: [CH3:20][c:21]1[c:22]([N:27]2[CH2:28][CH2:29][NH:30][CH2:31][CH2:32]2)[cH:23][cH:24][cH:25][cH:26]1.[Cl:1][CH2:2][CH2:3][c:4]1[c:5](=[O:19])[o:6][c:7]2[c:8]([c:9]1[CH3:10])[c:11]([O:17][CH3:18])[cH:12][c:13]([O:15][CH3:16])[cH:14]2>>[CH2:2]([CH2:3][c:4]1[c:5](=[O:19])[o:6][c:7]2[c:8]([c:9]1[CH3:10])[c:11]([O:17][CH3:18])[cH:12][c:13]([O:15][CH3:16])[cH:14]2)[N:30]1[CH2:29][CH2:28][N:27]([c:22]2[c:21]([CH3:20])[cH:26][cH:25][cH:24][cH:23]2)[CH2:32][CH2:31]1. Reported procedure: In a 100 ml reactor, 549 mg of 4-(4-azidophenyl)-2-(phenoxymethyl)-1H-imidazole (0.00188 mol) are hydrogenated over 18 hours under a hydrogen pressure of 2.5 bars with a catalytic quantity of palladium adsorbed on carbon (10% by mass). After filtration on a millipore filter then rinsing with ethanol and concentration to dryness, the residue thus obtained is treated with diethyl ether. After stirring in diethyl ether, the solid is filtered. After drying a white-coloured powder is obtained. Product: O(C1=CC=CC=C1)CC=1NC=C(N1)C1=CC=C(N)C=C1 (4-[2-(phenoxymethyl)-1H-imidazol-4-yl]aniline). Solvent: C(C)OCC (diethyl ether), C(C)OCC (diethyl ether). The reactants are N(=[N+]=[N-])C1=CC=C(C=C1)C=1N=C(NC1)COC1=CC=CC=C1 (4-(4-azidophenyl)-2-(phenoxymethyl)-1H-imidazole). RXN SMILES: [N:1]([C:4]1[CH:9]=[CH:8][C:7]([C:10]2[N:11]=[C:12]([CH2:15][O:16][C:17]3[CH:22]=[CH:21][CH:20]=[CH:19][CH:18]=3)[NH:13][CH:14]=2)=[CH:6][CH:5]=1)=[N+]=[N-]>C(OCC)C.[Pd]>[O:16]([CH2:15][C:12]1[NH:13][CH:14]=[C:10]([C:7]2[CH:6]=[CH:5][C:4]([NH2:1])=[CH:9][CH:8]=2)[N:11]=1)[C:17]1[CH:18]=[CH:19][CH:20]=[CH:21][CH:22]=1. The reagents and catalysts are [Pd] (palladium).